Dataset: the Open Reaction Database (ORD), a public repository of structured organic reaction records. Task: describe an organic reaction: reactants, conditions, products, and yield Reactants: O=C([O-])[O-], C=CCBr, Cc1coc2c(C(=O)c3cccs3)ccc(O)c12, CC(C)=O, Cl, [K+], [K+], O. Product: C=CCOc1ccc(C(=O)c2cccs2)c2occ(C)c12. Reaction SMILES: [C:19](=[O:20])([O-:21])[O-:22].[CH2:25]([CH:26]=[CH2:27])[Br:28].[CH3:1][c:2]1[cH:3][o:4][c:5]2[c:6]1[c:7]([OH:18])[cH:8][cH:9][c:10]2[C:11](=[O:12])[c:13]1[s:14][cH:15][cH:16][cH:17]1.[CH3:30][C:31](=[O:32])[CH3:33].[ClH:29].[K+:23].[K+:24].[OH2:34]>>[CH3:1][c:2]1[cH:3][o:4][c:5]2[c:6]1[c:7]([O:18][CH2:27][CH:26]=[CH2:25])[cH:8][cH:9][c:10]2[C:11](=[O:12])[c:13]1[s:14][cH:15][cH:16][cH:17]1. Reactants: C(=O)([O-])[O-].[K+].[K+] (K2CO3), C1(=CC=CC=C1)C=1C(OCC1C1=CC=C(C=C1)S(=O)(=O)C)=O (3-(Phenyl)-4-(4-(methylsulfonyl)phenyl)-2-(5H)-furanone), C=O (formaldehyde), C1CCOC1 (THF). The solvent is O (water). Conditions: time 1 hour. Yields the product OCC1C(=C(C(O1)=O)C1=CC=CC=C1)C1=CC=C(C=C1)S(=O)(=O)C (5-Hydroxymethyl-4-(4-(methylsulfonyl)phenyl)-3-phenyl-2-(5H)-furanone), OCC1(C(=C(C(O1)=O)C1=CC=CC=C1)C1=CC=C(C=C1)S(=O)(=O)C)CO (5,5-bis(hydroxymethyl)-3-phenyl-4-(4-(methylsulfonyl)phenyl)-2-(5H)-furanone). RXN SMILES: [C:1]1([C:7]2[C:8](=[O:22])[O:9][CH2:10][C:11]=2[C:12]2[CH:17]=[CH:16][C:15]([S:18]([CH3:21])(=[O:20])=[O:19])=[CH:14][CH:13]=2)[CH:6]=[CH:5][CH:4]=[CH:3][CH:2]=1.[CH2:23]=[O:24].C1C[O:28][CH2:27]C1.[C:30]([O-])([O-])=[O:31].[K+].[K+]>O>[OH:28][CH2:27][CH:10]1[O:9][C:8](=[O:22])[C:7]([C:1]2[CH:2]=[CH:3][CH:4]=[CH:5][CH:6]=2)=[C:11]1[C:12]1[CH:17]=[CH:16][C:15]([S:18]([CH3:21])(=[O:20])=[O:19])=[CH:14][CH:13]=1.[OH:24][CH2:23][C:10]1([CH2:30][OH:31])[O:9][C:8](=[O:22])[C:7]([C:1]2[CH:2]=[CH:3][CH:4]=[CH:5][CH:6]=2)=[C:11]1[C:12]1[CH:17]=[CH:16][C:15]([S:18]([CH3:21])(=[O:20])=[O:19])=[CH:14][CH:13]=1 |f:3.4.5|. Procedure: A mixture of 3-phenyl-4-(4-(methylsulfonyl)phenyl)-2-(5H)-furanone from Step 1 (0.31 g, 1.0 mmol), 37% aqueous formaldehyde solution (0.1 mL), THF (20 mL) and water (5 mL) was treated with K2CO3 (20 mg, 0.15 mmol). After stirring for 1 h at room temperature, the reaction mixture was quenched with 15 mL of saturated aqueous NH4Cl and extracted with 50 mL of EtOAc. The extract was dried over MgSO4 and concentrated. The residue was purified by flash chromatography eluting with 3:1 EtOAc/hexanes to ...